From a dataset of the Open Reaction Database (ORD), a public repository of structured organic reaction records. describe an organic reaction: reactants, conditions, products, and yield Starting materials: C(C)OC(CC(=O)CC1=CC=CC=C1)=O (γ-Phenylacetoacetic acid ethyl ester), C(C)OC(CC(CC1=CC=CC=C1)N)=O (3-amino-4-phenylbutyric acid ethyl ester), C1(=CC=C(C=C1)Cl)OC (p-anisolyl chloride). Yields the product C(C)OC(CC(CC1=CC=CC=C1)NC(C1=CC=C(C=C1)OC)=O)=O (3-p-methoxybenzamido-4-phenylbutyric acid ethyl ester). Reaction SMILES: [CH2:1]([O:3]C(=O)CC(CC1C=CC=CC=1)=O)C.[CH2:16]([O:18][C:19](=[O:30])[CH2:20][CH:21]([NH2:29])[CH2:22][C:23]1[CH:28]=[CH:27][CH:26]=[CH:25][CH:24]=1)[CH3:17].[C:31]1([O:38][CH3:39])[CH:36]=[CH:35][C:34](Cl)=[CH:33][CH:32]=1>>[CH2:16]([O:18][C:19](=[O:30])[CH2:20][CH:21]([NH:29][C:1](=[O:3])[C:34]1[CH:35]=[CH:36][C:31]([O:38][CH3:39])=[CH:32][CH:33]=1)[CH2:22][C:23]1[CH:24]=[CH:25][CH:26]=[CH:27][CH:28]=1)[CH3:17]. Reported procedure: γ-Phenylacetoacetic acid ethyl ester was converted into 3-amino-4-phenylbutyric acid ethyl ester (M.P. of hydrogen oxalate 151°-153°). Further reaction with p-anisolyl chloride gave 3-p-methoxybenzamido-4-phenylbutyric acid ethyl ester (M.P. 102°-104°). A Bischler-Napieralski reaction (boiling with phosphorus oxychloride) gave 3,4-dihydro-1-p-methoxyphenyl-3-isoquinolinylacetic acid ethyl ester. Hydrogenation using a palladium/charcoal (10% w /w) gave cis-1-p-methoxyphenyl-1,2,3,4-tetrahydro-3-i... Reactants: CC=1OC2=C(C1)C=CC=C2 (2-Methylbenzofuran), C(C1=CC=C(C=C1)OC)(=O)Cl (anisoyl chloride). Yields the product CC=1OC2=C(C1C(C1=CC=C(C=C1)OC)=O)C=CC=C2 (2-methyl-3-(4'-methoxybenzoyl)benzofuran). RXN SMILES: [CH3:1][C:2]1[O:3][C:4]2[CH:10]=[CH:9][CH:8]=[CH:7][C:5]=2[CH:6]=1.[C:11](Cl)(=[O:20])[C:12]1[CH:17]=[CH:16][C:15]([O:18][CH3:19])=[CH:14][CH:13]=1>>[CH3:1][C:2]1[O:3][C:4]2[CH:10]=[CH:9][CH:8]=[CH:7][C:5]=2[C:6]=1[C:11](=[O:20])[C:12]1[CH:17]=[CH:16][C:15]([O:18][CH3:19])=[CH:14][CH:13]=1. Procedure: 2-Methylbenzofuran (7.25 g., 0.055 mol.) was acylated with 15.7 g. (0.092 mol.) of anisoyl chloride according to the procedure described in Example 10 to give 2-methyl-3-(4'-methoxybenzoyl)benzofuran. Reactants: FC1=CC(=C(C=C1)C1=C(C=NC=C1)NCC#N)OC (2-(4-(4-fluoro-2-methoxyphenyl)pyridin-3-ylamino)acetonitrile), CS(=O)(=O)C=1C=C(C(=O)O)C=C(C1)C(F)(F)F (3-(methylsulfonyl)-5-(trifluoromethyl)benzoic acid). Yields the product C(#N)CN(C(C1=CC(=CC(=C1)C(F)(F)F)S(=O)(=O)C)=O)C=1C=NC=CC1C1=C(C=C(C=C1)F)OC (N-Cyanomethyl-N-[4-(4-fluoro-2-methoxy-phenyl)-pyridin-3-yl]-3-methanesulfonyl-5-trifluoromethyl-benzamide). Reaction SMILES: [F:1][C:2]1[CH:7]=[CH:6][C:5]([C:8]2[CH:13]=[CH:12][N:11]=[CH:10][C:9]=2[NH:14][CH2:15][C:16]#[N:17])=[C:4]([O:18][CH3:19])[CH:3]=1.[CH3:20][S:21]([C:24]1[CH:25]=[C:26]([CH:30]=[C:31]([C:33]([F:36])([F:35])[F:34])[CH:32]=1)[C:27](O)=[O:28])(=[O:23])=[O:22]>>[C:16]([CH2:15][N:14]([C:9]1[CH:10]=[N:11][CH:12]=[CH:13][C:8]=1[C:5]1[CH:6]=[CH:7][C:2]([F:1])=[CH:3][C:4]=1[O:18][CH3:19])[C:27](=[O:28])[C:26]1[CH:30]=[C:31]([C:33]([F:36])([F:34])[F:35])[CH:32]=[C:24]([S:21]([CH3:20])(=[O:23])=[O:22])[CH:25]=1)#[N:17]. Reported procedure: The title compound was prepared in analogy to example 90, from 2-(4-(4-fluoro-2-methoxyphenyl)pyridin-3-ylamino)acetonitrile and 3-(methylsulfonyl)-5-(trifluoromethyl)benzoic acid (example 114, intermediate a) after a reaction time of 18 hours. The compound was purified by silica gel chromatography on a 20 g column using an MPLC (Flashmaster) system eluting with a gradient of n-heptane:EtOAc (100:0 to 0:100). Light brown solid (51%). MS (ESI): m/z=508.096 [M+H]+. Reactants: C(CCCCCCCCCCCCCCCC)(=O)O (heptadecanoic acid), S(=O)(Cl)Cl (thionyl chloride), S(=O)(Cl)Cl (thionyl chloride), C(CCCCCCCCCCCCCCCC)(=O)O (heptadecanoic acid). Run in C1CCCCC1 (cyclohexane). Reaction conditions: temperature 80 celsius. Yields the product C(CCCCCCCCCCCCCCCC)(=O)Cl (heptadecanoyl chloride). Isolated yield 81.6%. Reaction SMILES: [C:1]([OH:19])(=O)[CH2:2][CH2:3][CH2:4][CH2:5][CH2:6][CH2:7][CH2:8][CH2:9][CH2:10][CH2:11][CH2:12][CH2:13][CH2:14][CH2:15][CH2:16][CH3:17].S(Cl)([Cl:22])=O>C1CCCCC1>[C:1]([Cl:22])(=[O:19])[CH2:2][CH2:3][CH2:4][CH2:5][CH2:6][CH2:7][CH2:8][CH2:9][CH2:10][CH2:11][CH2:12][CH2:13][CH2:14][CH2:15][CH2:16][CH3:17]. Reported procedure: In a one L (liter) two-necked flask were placed 102.1 g (0.38 mol) of heptadecanoic acid and 200 milliliter (mL) of cyclohexane, and the flask was equipped with a 100 mL dropping funnel containing 67.3 g (0.57 mol) of thionyl chloride and a reflux tube. Then, the heptadecanoic acid was completely dissolved under heating and stirring of the flask in an oil bath at 80° C. Thereafter the thionyl chloride was added dropwise over a period of 2 hours, and further the oil bath was maintained at 80° C. ... Reactants: COC(=O)C=Cc1ccc2c(c1)C(=O)CC1(CCN(C(=O)OC(C)(C)C)CC1)O2, ClCc1ccccn1, ClCCl, Cl. The product is COC(=O)C=Cc1ccc2c(c1)C(=O)CC1(CCN(Cc3ccccn3)CC1)O2. RXN SMILES: [CH3:1][O:2][C:3]([CH:4]=[CH:5][c:6]1[cH:7][c:8]2[c:13]([cH:14][cH:15]1)[O:12][C:11]1([CH2:10][C:9]2=[O:28])[CH2:16][CH2:17][N:18]([C:21]([O:22][C:23]([CH3:24])([CH3:25])[CH3:26])=[O:27])[CH2:19][CH2:20]1)=[O:29].[Cl:31][CH2:32][c:33]1[n:34][cH:35][cH:36][cH:37][cH:38]1.[Cl:39][CH2:40][Cl:41].[ClH:30]>>[CH3:1][O:2][C:3]([CH:4]=[CH:5][c:6]1[cH:7][c:8]2[c:13]([cH:14][cH:15]1)[O:12][C:11]1([CH2:10][C:9]2=[O:28])[CH2:16][CH2:17][N:18]([CH2:21][c:33]2[n:34][cH:35][cH:36][cH:37][cH:38]2)[CH2:19][CH2:20]1)=[O:29]. Procedure: A mixture of lithium hydroxide (0.117 g) in water (1.5 ml) and tetrahydrofuran (4.7 ml) was treated with methyl 3-(2-fluorenoxy)-2-pyrrolidone-5-carboxylate (0.526 g), and heated to 60° C. After about 3.3 hours, the reaction mixture was allowed to cool to room temperature. The reaction mixture was treated with 5N HCl (976 ml). The resulting colloidal suspension was sonicated for ten minutes. The insolubles were collected by filtration, washed with 1:1 THF:water (10 ml), THF (10 ml), and water (1... Run in O (water), O1CCCC1 (tetrahydrofuran). Starting materials: [OH-].[Li+] (lithium hydroxide), Cl (HCl), C1=C(C=CC=2C3=CC=CC=C3CC12)OC1C(NC(C1)C(=O)OC)=O (methyl 3-(2-fluorenoxy)-2-pyrrolidone-5-carboxylate). Product: C1=C(C=CC=2C3=CC=CC=C3CC12)OC(C[C@H](N)C(=O)O)C(=O)O (4-(2-Fluorenoxy)glutamic Acid). Run at temperature 60 celsius, time 3.3 hour. Reaction SMILES: [OH-:1].[Li+].[CH:3]1[C:15]2[CH2:14][C:13]3[C:8](=[CH:9][CH:10]=[CH:11][CH:12]=3)[C:7]=2[CH:6]=[CH:5][C:4]=1[O:16][CH:17]1[CH2:21][CH:20]([C:22]([O:24]C)=[O:23])[NH:19][C:18]1=[O:26].Cl>O.O1CCCC1>[CH:3]1[C:15]2[CH2:14][C:13]3[C:8](=[CH:9][CH:10]=[CH:11][CH:12]=3)[C:7]=2[CH:6]=[CH:5][C:4]=1[O:16][CH:17]([C:18]([OH:26])=[O:1])[CH2:21][C@@H:20]([C:22]([OH:24])=[O:23])[NH2:19] |f:0.1|. Starting materials: TEA, C1(CC1)N (cyclopropylamine), ClC=1N=C(C2=C(N1)C=CO2)Cl (2,4-Dichlorofuro[3,2-d]pyrimidine). Run in CCOC(=O)C (EtOAc), O1CCOCC1 (1,4-dioxane). Reaction conditions: time 8 hour. Yields the product ClC=1N=C(C2=C(N1)C=CO2)NC2CC2 (2-chloro-N-cyclopropylfuro[3,2-d]pyrimidin-4-amine). Yield: 95.7%. Reaction SMILES: [Cl:1][C:2]1[N:3]=[C:4](Cl)[C:5]2[O:10][CH:9]=[CH:8][C:6]=2[N:7]=1.[CH:12]1([NH2:15])[CH2:14][CH2:13]1>O1CCOCC1.CCOC(C)=O>[Cl:1][C:2]1[N:3]=[C:4]([NH:15][CH:12]2[CH2:14][CH2:13]2)[C:5]2[O:10][CH:9]=[CH:8][C:6]=2[N:7]=1. Procedure details: 2,4-Dichlorofuro[3,2-d]pyrimidine (30 g, 159 mmol, ArkPharm) was stirred in 1,4-dioxane (330 mL). TEA (26.5 mL, 190 mmol) and cyclopropylamine (12.2 mL, 175 mmol) were added and the mixture stirred at rt overnight. The mixture was diluted with EtOAc (500 mL) and washed with saturated aqueous NaHCO3 (400 mL). The aqueous layer was extracted with EtOAc (2×150 mL). The organic layers were combined, dried with anhydrous MgSO4, filtered, and concentrated in vacuo. The residue was suspended in water (...